The task is: describe an organic reaction: reactants, conditions, products, and yield. This data is from the Open Reaction Database (ORD), a public repository of structured organic reaction records. Reactants: [H-].[Na+] (sodium hydride), C(C)(C)(C)N=NC(C)(CC(C)C)Cl (2-t-butylazo-2-chloro-4-methylpentane), C(C)(C)(C)N=NC(C)(CC(C)C)Cl (2-t-butylazo-2-chloro-4-methylpentane), C(CCCO)O (1,4-butanediol), [H][H] (hydrogen). The solvent is O1CCOCC1 (dioxane). Run at time 8 hour. Yields the product C(C)(C)(C)N=NC(CC(C)C)(OCCCCOC(CC(C)C)(N=NC(C)(C)C)C)C (1,4-Bis [1-(t-butylazo)-1,3-dimethylbutoxy] butane). Yield: 92.7%. As a reaction SMILES: [H-].[Na+].[CH2:3]([OH:8])[CH2:4][CH2:5][CH2:6][OH:7].[H][H].[C:11]([N:15]=[N:16][C:17](Cl)([CH2:19][CH:20]([CH3:22])[CH3:21])[CH3:18])([CH3:14])([CH3:13])[CH3:12]>O1CCOCC1>[C:11]([N:15]=[N:16][C:17]([CH3:18])([O:7][CH2:6][CH2:5][CH2:4][CH2:3][O:8][C:17]([CH3:18])([N:16]=[N:15][C:11]([CH3:13])([CH3:12])[CH3:14])[CH2:19][CH:20]([CH3:21])[CH3:22])[CH2:19][CH:20]([CH3:22])[CH3:21])([CH3:14])([CH3:13])[CH3:12] |f:0.1|. Procedure details: To a slurry of 1.98 grams (.047 moles) of sodium hydride in 50 ml. dioxane in a 100 ml. reaction flask equpped with a magnetic stirrer, thermometer, addition funnel, and gas bubbler, was added 2.11 grams (0.0235 moles) of 1,4-butanediol. The reaction was followed by hydrogen evolution and it required over 8 hours to complete so the reaction was stirred overnight. The next morning, 9.59 grams (0.047 moles) of 2-t-butylazo-2-chloro-4-methylpentane was added dropwise at room temperature to the stir... Reactants: CS(=O)C (DMSO), C(CO)O (ethyleneglycol), CC(C)(C)[O-].[K+] (KOtBu), Intermediate 26A, Intermediate 26B, ClC1=C(C=C2C(C(=CN(C2=C1)C1CC1)C(=O)O)=O)F (7chloro-1-cyclopropyl-6-fluoro-4-oxo-1,4-dihydro-quinoline-3-carboxylic acid). Run in O (Water). Run at temperature 90 celsius, time 6 hour. The product is C1(CC1)N1C=C(C(C2=CC(=C(C=C12)OCCO)F)=O)C(=O)O (1-Cyclopropyl-6-fluoro-7-(2-hydroxy-ethoxy)-4-oxo-1,4-dihydro-quinoline-3-carboxylic acid). RXN SMILES: CS(C)=O.[CH2:5]([OH:8])[CH2:6][OH:7].CC([O-])(C)C.[K+].Cl[C:16]1[CH:25]=[C:24]2[C:19]([C:20](=[O:32])[C:21]([C:29]([OH:31])=[O:30])=[CH:22][N:23]2[CH:26]2[CH2:28][CH2:27]2)=[CH:18][C:17]=1[F:33]>O>[CH:26]1([N:23]2[C:24]3[C:19](=[CH:18][C:17]([F:33])=[C:16]([O:7][CH2:6][CH2:5][OH:8])[CH:25]=3)[C:20](=[O:32])[C:21]([C:29]([OH:31])=[O:30])=[CH:22]2)[CH2:27][CH2:28]1 |f:2.3|. Procedure details: To a mixture of DMSO (5 ml) and ethyleneglycol (6 ml), KOtBu (1.6 g, 14.23 mmol) was added portionwise over 10 min, and then heated to 90° C. To the mixture, 7chloro-1-cyclopropyl-6-fluoro-4-oxo-1,4-dihydro-quinoline-3-carboxylic acid (1.0 g) was added portionwise over 20 min, the temperature was increased to 105° C. and the mixture was stirred for 6 h. Water (30 ml) was added to the reaction solution and the pH of the solution was adjusted to pH=5. The resulting solution was left in the refrige... Reactants: C1(CCCCC1)=NO (cyclohexanone oxime), C(C)(=O)[O-].C(C)(=O)[O-].C(C)(=O)[O-].C(C)(=O)[O-].[Pb+4] (lead tetraacetate), ClC(C(=O)O)(F)F (2-chloro-2,2-difluoroacetic acid). The product is ClC(C(=O)OC1(CCCCC1)N=O)(F)F (1-Nitrosocyclohexyl 2-chloro-2,2-difluoroacetate). RXN SMILES: [C:1]1(=[N:7][OH:8])[CH2:6][CH2:5][CH2:4][CH2:3][CH2:2]1.C([O-])(=O)C.C([O-])(=O)C.C([O-])(=O)C.C([O-])(=O)C.[Pb+4].[Cl:26][C:27]([F:32])([F:31])[C:28]([OH:30])=[O:29]>>[Cl:26][C:27]([F:32])([F:31])[C:28]([O:30][C:1]1([N:7]=[O:8])[CH2:6][CH2:5][CH2:4][CH2:3][CH2:2]1)=[O:29] |f:1.2.3.4.5|. Procedure: 1-Nitrosocyclohexyl 2-chloro-2,2-difluoroacetate was prepared from cyclohexanone oxime, lead tetraacetate and 2-chloro-2,2-difluoroacetic acid using conditions of General Method 3. 1H NMR (250 MHz, chloroform-d) δ 2.13-2.42 (3H, m), 1.79-1.99 (4H, m), 1.51-1.74 (3H, m). Starting materials: BrC1=C(C=C(C(=O)OC)C=C1)S(=O)(=O)C (methyl 4-bromo-3-methylsulfonylbenzoate), C1(=CC=CC=C1)P(C1=CC=CC=C1)C1=CC=CC=C1 (triphenylphosphine), B(O)O (boronic acid). Reagents/catalysts: CC(=O)[O-].CC(=O)[O-].[Pd+2] (Pd(OAc)2). Solvent: C1(=CC=CC=C1)C (toluene), CCO (EtOH), O (H2O). Yields the product C(=C)(C)C1=C(C=C(C(=O)OC)C=C1)S(=O)(=O)C (Methyl 4-isopropenyl-3-methylsulfonylbenzoate). Isolated yield 189.8%. As a reaction SMILES: Br[C:2]1[CH:11]=[CH:10][C:5]([C:6]([O:8][CH3:9])=[O:7])=[CH:4][C:3]=1[S:12]([CH3:15])(=[O:14])=[O:13].[C:16]1(P(C2C=CC=CC=2)C2C=CC=CC=2)[CH:21]=CC=C[CH:17]=1.B(O)O>C1(C)C=CC=CC=1.O.CCO.CC([O-])=O.CC([O-])=O.[Pd+2]>[C:16]([C:2]1[CH:11]=[CH:10][C:5]([C:6]([O:8][CH3:9])=[O:7])=[CH:4][C:3]=1[S:12]([CH3:15])(=[O:14])=[O:13])([CH3:21])=[CH2:17] |f:6.7.8|. Procedure: 23 mmol of methyl 4-bromo-3-methylsulfonylbenzoate, 54 mmol of Na2 CO3, 2.9 mmol of triphenylphosphine and 1.5 mmol of Pd(OAc)2 are stirred intensively at RT for 5 min in 200 ml of toluene and 15 ml of H2O. A solution of 23 mmol of boronic acid according to Preliminary Stage 1 is then added in 50 ml of EtOH and the mixture is boiled under reflux for 1.5 h. After phase separation, the organic phase is washed twice with 50 ml of NaCl solution and the aqueous phase is extracted twice with 100 ml of... The reactants are CCO, Cl, Cn1c(N)c(-c2ccc([N+](=O)[O-])cc2)c2ccccc21. Yields the product Cl, Cn1c(N)c(-c2ccc(N)cc2)c2ccccc21. As a reaction SMILES: [CH3:22][CH2:23][OH:24].[ClH:1].[NH2:2][c:3]1[n:4]([CH3:21])[c:5]2[cH:6][cH:7][cH:8][cH:9][c:10]2[c:11]1-[c:12]1[cH:13][cH:14][c:15]([N+:18]([O-:19])=[O:20])[cH:16][cH:17]1>>[ClH:1].[NH2:2][c:3]1[n:4]([CH3:21])[c:5]2[cH:6][cH:7][cH:8][cH:9][c:10]2[c:11]1-[c:12]1[cH:13][cH:14][c:15]([NH2:18])[cH:16][cH:17]1. Starting materials: CCC(C)=O, COc1cc2c(-c3cc4cccnc4n3S(=O)(=O)c3ccc(C)cc3)cn(CCCl)c2cc1OC, [I-], [Na+]. Yields the product COc1cc2c(-c3cc4cccnc4n3S(=O)(=O)c3ccc(C)cc3)cn(CCI)c2cc1OC. Reaction SMILES: [CH2:38]([C:39]([CH3:40])=[O:41])[CH3:42].[Cl:1][CH2:2][CH2:3][n:4]1[cH:5][c:6](-[c:17]2[cH:18][c:19]3[c:20]([n:21][cH:22][cH:23][cH:24]3)[n:25]2[S:26](=[O:27])(=[O:28])[c:29]2[cH:30][cH:31][c:32]([CH3:35])[cH:33][cH:34]2)[c:7]2[cH:8][c:9]([O:15][CH3:16])[c:10]([O:13][CH3:14])[cH:11][c:12]12.[I-:37].[Na+:36]>>[CH2:2]([CH2:3][n:4]1[cH:5][c:6](-[c:17]2[cH:18][c:19]3[c:20]([n:21][cH:22][cH:23][cH:24]3)[n:25]2[S:26](=[O:27])(=[O:28])[c:29]2[cH:30][cH:31][c:32]([CH3:35])[cH:33][cH:34]2)[c:7]2[cH:8][c:9]([O:15][CH3:16])[c:10]([O:13][CH3:14])[cH:11][c:12]12)[I:37].